From a dataset of the Open Reaction Database (ORD), a public repository of structured organic reaction records. describe an organic reaction: reactants, conditions, products, and yield Reactants: CN(C(OC(C)(C)C)=O)C[C@@]1([C@@H](C1)COCC1=CC=CC=C1)C1=CC=CC=C1 (1,1-dimethylethyl methyl[((1S,2R)-1-phenyl-2-{[(phenylmethyl)oxy]methyl}cyclopropyl)methyl]carbamate), 12A. Reagents/catalysts: [Pd] (palladium on activated carbon). The solvent is C(C)O (ethyl alcohol). Yields the product OC[C@H]1[C@@](C1)(C1=CC=CC=C1)CN(C(OC(C)(C)C)=O)C (1,1-dimethylethyl {[(1S,2R)-2-(hydroxymethyl)-1-phenylcyclopropyl]methyl}methylcarbamate). Isolated yield 76.3%. RXN SMILES: [CH3:1][N:2]([CH2:10][C@@:11]1([C:23]2[CH:28]=[CH:27][CH:26]=[CH:25][CH:24]=2)[CH2:13][C@H:12]1[CH2:14][O:15]CC1C=CC=CC=1)[C:3](=[O:9])[O:4][C:5]([CH3:8])([CH3:7])[CH3:6]>[Pd].C(O)C>[OH:15][CH2:14][C@@H:12]1[CH2:13][C@@:11]1([CH2:10][N:2]([CH3:1])[C:3](=[O:9])[O:4][C:5]([CH3:6])([CH3:7])[CH3:8])[C:23]1[CH:24]=[CH:25][CH:26]=[CH:27][CH:28]=1. Reported procedure: 1,1-dimethylethyl methyl[((1S,2R)-1-phenyl-2-{[(phenylmethyl)oxy]methyl}cyclopropyl)methyl]carbamate (20.65 g, 54 mmol), accessed via the method of Preparation 12A, was combined with 10% palladium on activated carbon (2.00 g) in 250 mL ethyl alcohol and hydrogenated under 1 atm H2(g) for 3 h at ambient temperature. The catalyst was filtered off through celite and the filtrate concentrated to a yellow oil. The crude material was purified by flash chromatography on silica eluted with 5→25% EtOAc/D...